This data is from the Open Reaction Database (ORD), a public repository of structured organic reaction records. The task is: describe an organic reaction: reactants, conditions, products, and yield Isolated yield 66.0%. As a reaction SMILES: [C:1]([CH2:3][CH2:4][N:5]1[C:11](=[O:12])[CH:10]([CH3:13])[CH2:9][C:8]2[CH:14]=[CH:15][CH:16]=[CH:17][C:7]=2[CH2:6]1)#[N:2].Cl.C(=O)([O-])[O-:20].[Na+].[Na+]>O>[C:1]([CH2:3][CH2:4][N:5]1[C:11](=[O:12])[CH:10]([CH3:13])[CH2:9][C:8]2[CH:14]=[CH:15][CH:16]=[CH:17][C:7]=2[CH2:6]1)(=[O:20])[NH2:2] |f:2.3.4|. Procedure: A solution of 2.1 g. (0.0092 moles) of 2-(2-cyanoethyl)-4-methyl-1,2,4,5-tetrahydro-3H-2-benzazepin-3-one in 5 ml. of 35% hydrochloric acid is heated for 30 minutes at 40° C., while stirring. The reaction mixture is poured into 30 ml. of water and the pH adjusted to 9 by the addition of sodium carbonate, with vigorous stirring. The precipitate formed is washed with water, dried and then recrystallized from diisopropyl ether. 1.5 g. (66% of theory) of 2-(2-carbamoylethyl)-4-methyl-1,2,4,5-tetrahy... Product: C(N)(=O)CCN1CC2=C(CC(C1=O)C)C=CC=C2 (2-(2-carbamoylethyl)-4-methyl-1,2,4,5-tetrahydro-3H-2-benzazepin-3-one). Run in O (water). The reactants are C(#N)CCN1CC2=C(CC(C1=O)C)C=CC=C2 (2-(2-cyanoethyl)-4-methyl-1,2,4,5-tetrahydro-3H-2-benzazepin-3-one), C([O-])([O-])=O.[Na+].[Na+] (sodium carbonate), Cl (hydrochloric acid). The reactants are C(C)N(CCCl)C1=CC=C(C=C1)[N+](=O)[O-] (4-[N-ethyl,N-(2-chloroethyl)amino]nitrobenzene), [Sn](Cl)(Cl)(Cl)Cl (tin chloride), resultant mixture. Solvent: Cl (hydrochloric acid). Product: Cl.C(C)N(CCCl)C1=CC=C(N)C=C1 (4-[N-Ethyl,N-(2-chloroethyl)amino]aniline hydrochloride). The yield is 201.3%. Reaction SMILES: [CH2:1]([N:3]([C:7]1[CH:12]=[CH:11][C:10]([N+:13]([O-])=O)=[CH:9][CH:8]=1)[CH2:4][CH2:5][Cl:6])[CH3:2].[Sn](Cl)(Cl)(Cl)Cl>Cl>[ClH:6].[CH2:1]([N:3]([C:7]1[CH:8]=[CH:9][C:10]([NH2:13])=[CH:11][CH:12]=1)[CH2:4][CH2:5][Cl:6])[CH3:2] |f:3.4|. Procedure details: To a solution of 3.0 g (13.1 mmol) of 4-[N-ethyl,N-(2-chloroethyl)amino]nitrobenzene in 70 ml of a concentrated hydrochloric acid, 10 g of tin chloride were added. The resultant mixture was refluxed under heat for 3 hours, followed by treatment with aqueous ammonia and extraction with chloroform. The solvent was distilled out under reduced pressure. A solution of 4N hydrochloric acid/dioxane was added to the residue, followed by washing with IPA, whereby 3.1 g of the powder were obtained (yield:... Reactants: CS(=O)(=O)Cl (Methanesulfonyl chloride), C(CC)=C1CC(C1)O (3-propylidene-1-cyclobutanol), ice water. The solvent is N1=CC=CC=C1 (pyridine). Conditions: time 2 hour. Yields the product CS(=O)(=O)OC1CC(C1)=CCC (3-propylidenecyclobutyl methanesulfonate). Yield: 72.0%. RXN SMILES: [CH:1](=[C:4]1[CH2:7][CH:6]([OH:8])[CH2:5]1)[CH2:2][CH3:3].[CH3:9][S:10](Cl)(=[O:12])=[O:11]>N1C=CC=CC=1>[CH3:9][S:10]([O:8][CH:6]1[CH2:7][C:4](=[CH:1][CH2:2][CH3:3])[CH2:5]1)(=[O:12])=[O:11]. Procedure: A solution of 3-propylidene-1-cyclobutanol (0.344 g, 0.00307 mol) in pyridine (5 mL) was cooled to 0° C. Methanesulfonyl chloride (0.422 g, 0.00369 mol) was added dropwise, keeping the temperature below 2° C. The mixture was stirred for two hours, and then poured into ice water (15 mL) and extracted with ethyl ether (2×10 mL). The combined organic layers were washed with water (3×10 mL). The organic layer was dried over magnesium sulfate and the solvent was removed in vacuo to give 3-propylidene... Starting materials: ClC1=CC=C(C=C1)NN (p-chlorophenylhydrazine), ClC1=C2C(=NC=C1C(=O)OCC)CCC2 (ethyl 4-chloro-6,7-dihydro-5H-cyclopenta[b]-pyridine-3-carboxylate). Solvent: C(CCC)O (n-butanol). Yields the product N1=NC(C=2C1=CC=NC2)=O (pyrazolo[3,4-d]pyridin-3-one). Reaction SMILES: ClC1C=CC([NH:8][NH2:9])=CC=1.Cl[C:11]1[C:16]([C:17]([O:19]CC)=O)=[CH:15][N:14]=[C:13]2CCC[C:12]=12>C(O)CCC>[N:8]1[C:11]2=[CH:12][CH:13]=[N:14][CH:15]=[C:16]2[C:17](=[O:19])[N:9]=1. Procedure: A mixture of 1.1 g of p-chlorophenylhydrazine and 1.9 of ethyl 4-chloro-6,7-dihydro-5H-cyclopenta[b]-pyridine-3-carboxylate (Example 2a) in 100 mL of n-butanol is refluxed for 24 hours under nitrogen atmosphere. The precipitate is collected and recrystallized from ethanol to yield 2-p-chlorophenyl-2,3,5,6,7,8-hexahydrocyclopentab]pyrazolo[3,4-d]pyridin-3-one, m.p. above 350°, showing IR peaks at 900, 835, 805, 798, 765, and 740 cm-1. Starting materials: BrCCOc1ccccc1, COC(=O)c1ccc2cc[nH]c2c1, CCOC(C)=O, [K+], [K+], O=C([O-])[O-], CN(C)C=O. Product: COC(=O)c1ccc2ccn(CCOc3ccccc3)c2c1. RXN SMILES: [Br:14][CH2:15][CH2:16][O:17][c:18]1[cH:19][cH:20][cH:21][cH:22][cH:23]1.[CH3:1][O:2][C:3](=[O:4])[c:5]1[cH:6][cH:7][c:8]2[cH:9][cH:10][nH:11][c:12]2[cH:13]1.[CH3:35][CH2:36][O:37][C:38](=[O:39])[CH3:40].[K+:24].[K+:25].[O-:26][C:27]([O-:28])=[O:29].[O:30]=[CH:31][N:32]([CH3:33])[CH3:34]>>[CH3:1][O:2][C:3](=[O:4])[c:5]1[cH:6][cH:7][c:8]2[cH:9][cH:10][n:11]([CH2:15][CH2:16][O:17][c:18]3[cH:19][cH:20][cH:21][cH:22][cH:23]3)[c:12]2[cH:13]1. The reactants are (2S,4R)-1-acetyl-2-methyl-4-[(3-morpholinophenyl)amino]-1,2 3,4-tetrahydroquinoline-6-carboxylic acid, C(C)(=O)N1[C@H](C[C@H](C2=CC(=CC=C12)C(=O)O)NC1=CC(=CC=C1)N1CCOCC1)C ((2S,4R)-1-acetyl-2-methyl-4-[(3-morpholinophenyl)amino]-1,2,3,4-tetrahydroquinoline-6-carboxylic acid), CN (monomethylamine). Yields the product C(C)(=O)N1[C@H](C[C@H](C2=CC(=CC=C12)C(=O)NC)NC1=CC(=CC=C1)N1CCOCC1)C ((2S,4R)-1-acetyl-N,2-dimethyl-4-[(3-morpholinophenyl)amino]-1,2,3,4-tetrahydroquinoline-6-carboxamide). Yield: 73.0%. Reaction SMILES: [C:1]([N:4]1[C:13]2[C:8](=[CH:9][C:10]([C:14]([OH:16])=O)=[CH:11][CH:12]=2)[C@H:7]([NH:17][C:18]2[CH:23]=[CH:22][CH:21]=[C:20]([N:24]3[CH2:29][CH2:28][O:27][CH2:26][CH2:25]3)[CH:19]=2)[CH2:6][C@@H:5]1[CH3:30])(=[O:3])[CH3:2].[CH3:31][NH2:32]>>[C:1]([N:4]1[C:13]2[C:8](=[CH:9][C:10]([C:14]([NH:32][CH3:31])=[O:16])=[CH:11][CH:12]=2)[C@H:7]([NH:17][C:18]2[CH:23]=[CH:22][CH:21]=[C:20]([N:24]3[CH2:25][CH2:26][O:27][CH2:28][CH2:29]3)[CH:19]=2)[CH2:6][C@@H:5]1[CH3:30])(=[O:3])[CH3:2]. Reported procedure: Reactions and treatments were carried out in the same manner as in Example 110, using 31 mg of (2S,4R)-1-acetyl-2-methyl-4-[(3-morpholinophenyl)amino]-1,2 3,4-tetrahydroquinoline-6-carboxylic acid (compound 179) and monomethylamine. Thus, 23 mg (73%) of the title compound was obtained as a light yellow oily substance.